From a dataset of the Open Reaction Database (ORD), a public repository of structured organic reaction records. describe an organic reaction: reactants, conditions, products, and yield The reactants are C(CCC)C1=NOC(=C1CCC=1SC(=C(N1)C)C(=O)O)C (2-[2-(3-butyl-5-methyl-isoxazol-4-yl)-ethyl]-4-methyl-thiazole-5-carboxylic acid), NC1CCOCC1 (4-aminotetrahydropyran). Yields the product O1CCC(CC1)NC(=O)C1=C(N=C(S1)CCC=1C(=NOC1C)CCCC)C (2-[2-(3-Butyl-5-methyl-isoxazol-4-yl)-ethyl]-4-methyl-thiazole-5-carboxylic acid (tetra-hydro-pyran-4-yl)-amide). The yield is 60.0%. RXN SMILES: [CH2:1]([C:5]1[C:9]([CH2:10][CH2:11][C:12]2[S:13][C:14]([C:18]([OH:20])=O)=[C:15]([CH3:17])[N:16]=2)=[C:8]([CH3:21])[O:7][N:6]=1)[CH2:2][CH2:3][CH3:4].[NH2:22][CH:23]1[CH2:28][CH2:27][O:26][CH2:25][CH2:24]1>>[O:26]1[CH2:27][CH2:28][CH:23]([NH:22][C:18]([C:14]2[S:13][C:12]([CH2:11][CH2:10][C:9]3[C:5]([CH2:1][CH2:2][CH2:3][CH3:4])=[N:6][O:7][C:8]=3[CH3:21])=[N:16][C:15]=2[CH3:17])=[O:20])[CH2:24][CH2:25]1. Procedure: As described for example 48e, 2-[2-(3-butyl-5-methyl-isoxazol-4-yl)-ethyl]-4-methyl-thiazole-5-carboxylic acid (75 mg, 0.23 mmol) was converted, using 4-aminotetrahydropyran instead of isopropylamine, to the title compound (55 mg, 60%) which was obtained as a light brown oil. MS: m/e=392.1 [M+H]+. Starting materials: I(=O)C1=CC=CC=C1 (iodosobenzene), CO (MeOH), B(F)(F)F (borontrifluoride), CO (MeOH), C[Si](OC(=C)C1=CC=NC2=NC=CC=C12)(C)C (4-(1-trimethylsilanyloxy-vinyl)-[1,8]-naphthyridine). Yields the product COCC(=O)C1=CC=NC2=NC=CC=C12 (2-methoxy-1-[1,8]naphthyridin-4-yl-ethanone). As a reaction SMILES: I(C1C=CC=CC=1)=O.B(F)(F)F.C[Si](C)(C)[O:15][C:16]([C:18]1[C:27]2[C:22](=[N:23][CH:24]=[CH:25][CH:26]=2)[N:21]=[CH:20][CH:19]=1)=[CH2:17].[CH3:30][OH:31]>>[CH3:30][O:31][CH2:15][C:16]([C:18]1[C:27]2[C:22](=[N:23][CH:24]=[CH:25][CH:26]=2)[N:21]=[CH:20][CH:19]=1)=[O:17]. Reported procedure: To a suspension of iodosobenzene (347 mg, 1.57 mmol), in MeOH (7.2 ml) in an ice bath was added borontrifluoride diethyletherate (0.200 ml, 1.57 mmol) followed by 4-(1-trimethylsilanyloxy-vinyl)-[1,8]-naphthyridine from Step 1 (350 mg, 1.43 mmol) in minimum amount of MeOH. The reaction mixture was warmed to RT overnight and then quenched with solid NaHCO3 and diluted with water. Iodobenzene was extracted with EtOAc and the desired material re-extracted with DCM 2×. The organic layers were dried ... Product: CCn1c(Cn2ccnc2-c2nccs2)nc2cnc(C(F)(F)F)cc21. The reactants are CCn1c(CCl)nc2cnc(C(F)(F)F)cc21, [K+], [K+], O=C([O-])[O-], CN(C)C=O, c1c[nH]c(-c2nccs2)n1. As a reaction SMILES: [Cl:1][CH2:2][c:3]1[n:4]([CH2:16][CH3:17])[c:5]2[c:6]([cH:7][n:8][c:9]([C:11]([F:12])([F:13])[F:14])[cH:10]2)[n:15]1.[K+:18].[K+:19].[O-:20][C:21]([O-:22])=[O:23].[O:34]=[CH:35][N:36]([CH3:37])[CH3:38].[nH:24]1[c:25](-[c:29]2[s:30][cH:31][cH:32][n:33]2)[n:26][cH:27][cH:28]1>>[CH2:2]([c:3]1[n:4]([CH2:16][CH3:17])[c:5]2[c:6]([cH:7][n:8][c:9]([C:11]([F:12])([F:13])[F:14])[cH:10]2)[n:15]1)[n:24]1[c:25](-[c:29]2[s:30][cH:31][cH:32][n:33]2)[n:26][cH:27][cH:28]1. The reactants are OC(CC[C@H]1[C@H](CNCC1)C(=O)OC)C1=CC=NC2=CC=C(C=C12)OC (methyl (3R,4R)-4-[3-(R,S)-hydroxy-3-(6-methoxyquinolin-4-yl)propyl]piperidine-3-carboxylate), C([O-])([O-])=O.[K+].[K+] (potassium carbonate), [I-].[K+] (potassium iodide), BrCCSC1=CC(=CC(=C1)F)F (1-[(2-bromoethyl)thio]-3,5-difluorobenzene). Solvent: C(C)#N (acetonitrile), CO (methanol), C(C)#N (acetonitrile). Reaction conditions: temperature 80 celsius. Yields the product FC=1C=C(C=C(C1)F)SCCN1C[C@@H]([C@@H](CC1)CCC(C1=CC=NC2=CC=C(C=C12)OC)O)C(=O)OC (methyl (3R,4R)-1-[2-(3,5-difluorophenylthio)ethyl]-4-[3-(R,S)-hydroxy-3-(6-methoxyquinolin-4-yl)propyl]piperidine-3-carboxylate). The yield is 44.3%. Reaction SMILES: C(=O)([O-])[O-].[K+].[K+].[I-].[K+].Br[CH2:10][CH2:11][S:12][C:13]1[CH:18]=[C:17]([F:19])[CH:16]=[C:15]([F:20])[CH:14]=1.[OH:21][CH:22]([C:35]1[C:44]2[C:39](=[CH:40][CH:41]=[C:42]([O:45][CH3:46])[CH:43]=2)[N:38]=[CH:37][CH:36]=1)[CH2:23][CH2:24][C@@H:25]1[CH2:30][CH2:29][NH:28][CH2:27][C@@H:26]1[C:31]([O:33][CH3:34])=[O:32]>C(#N)C.CO>[F:20][C:15]1[CH:14]=[C:13]([S:12][CH2:11][CH2:10][N:28]2[CH2:29][CH2:30][C@@H:25]([CH2:24][CH2:23][CH:22]([OH:21])[C:35]3[C:44]4[C:39](=[CH:40][CH:41]=[C:42]([O:45][CH3:46])[CH:43]=4)[N:38]=[CH:37][CH:36]=3)[C@@H:26]([C:31]([O:33][CH3:34])=[O:32])[CH2:27]2)[CH:18]=[C:17]([F:19])[CH:16]=1 |f:0.1.2,3.4|. Procedure: 0.332 g of potassium carbonate, then 0.4 g of potassium iodide and, finally, 0.675 g of 1-[(2-bromoethyl)thio]-3,5-difluorobenzene, dissolved beforehand in 5 cm3 of acetonitrile, were added at a temperature in the region of 20° C., with stirring and under an inert atmosphere, to a solution of 0.717 g of methyl (3R,4R)-4-[3-(R,S)-hydroxy-3-(6-methoxyquinolin-4-yl)propyl]piperidine-3-carboxylate in 15 cm3 of acetonitrile and 1 cm3 of methanol. The mixture was heated for 3 hours at a temperature in... The reactants are CC(C)(C)[Si](C)(C)Cl, CN(C)c1ccncc1, ClCCl, OC1CCC(n2cc(I)cn2)CC1, c1c[nH]cn1. The product is CC(C)(C)[Si](C)(C)OC1CCC(n2cc(I)cn2)CC1. Reaction SMILES: [C:14]([CH3:15])([CH3:16])([CH3:17])[Si:18]([CH3:19])([CH3:20])[Cl:21].[CH3:30][N:31]([CH3:32])[c:33]1[cH:34][cH:35][n:36][cH:37][cH:38]1.[Cl:27][CH2:28][Cl:29].[I:1][c:2]1[cH:3][n:4][n:5]([CH:7]2[CH2:8][CH2:9][CH:10]([OH:13])[CH2:11][CH2:12]2)[cH:6]1.[nH:22]1[cH:23][cH:24][n:25][cH:26]1>>[I:1][c:2]1[cH:3][n:4][n:5]([CH:7]2[CH2:8][CH2:9][CH:10]([O:13][Si:18]([C:14]([CH3:15])([CH3:16])[CH3:17])([CH3:19])[CH3:20])[CH2:11][CH2:12]2)[cH:6]1. As a reaction SMILES: Cl.[NH2:2][C:3]1[CH:4]=[CH:5][C:6]([Cl:9])=[N:7][CH:8]=1.[S:10]([CH:13]([CH3:16])[CH:14]=O)[C:11]#[N:12]>>[ClH:9].[Cl:9][C:6]1[N:7]=[CH:8][C:3]([N:2]2[CH:14]=[C:13]([CH3:16])[S:10][C:11]2=[NH:12])=[CH:4][CH:5]=1 |f:0.1,3.4|. Yields the product Cl.ClC1=CC=C(C=N1)N1C(SC(=C1)C)=N (3-(6-chloropyridin-3-yl)-5-methyl-1,3-thiazol-2(3H)-imine hydrochloride). Procedure: The title compound was prepared from 5-amino-2-chloropyridine hydrochloride and 2-thiocyanatopropanal as described for Example 160A. The title compound was used without additional purification. Starting materials: Cl.NC=1C=CC(=NC1)Cl (5-amino-2-chloropyridine hydrochloride), S(C#N)C(C=O)C (2-thiocyanatopropanal). The reactants are CC(=O)Oc1cc(Br)ccc1C1C(CCC(O[Si](C)(C)C(C)(C)C)c2ccc(F)cc2)C(=O)N1c1ccccc1, CC#N, F, [K+], [K+], [K+], O=P([O-])([O-])[O-]. Product: CC(=O)Oc1cc(Br)ccc1C1C(CCC(O)c2ccc(F)cc2)C(=O)N1c1ccccc1. Reaction SMILES: [C:1]([CH3:2])(=[O:3])[O:4][c:5]1[c:6]([CH:12]2[N:13]([c:35]3[cH:36][cH:37][cH:38][cH:39][cH:40]3)[C:14](=[O:34])[CH:15]2[CH2:16][CH2:17][CH:18]([c:19]2[cH:20][cH:21][c:22]([F:25])[cH:23][cH:24]2)[O:26][Si:27]([C:28]([CH3:29])([CH3:30])[CH3:31])([CH3:32])[CH3:33])[cH:7][cH:8][c:9]([Br:11])[cH:10]1.[CH3:50][C:51]#[N:52].[FH:41].[K+:47].[K+:48].[K+:49].[P:42]([O-:43])([O-:44])([O-:45])=[O:46]>>[C:1]([CH3:2])(=[O:3])[O:4][c:5]1[c:6]([CH:12]2[N:13]([c:35]3[cH:36][cH:37][cH:38][cH:39][cH:40]3)[C:14](=[O:34])[CH:15]2[CH2:16][CH2:17][CH:18]([c:19]2[cH:20][cH:21][c:22]([F:25])[cH:23][cH:24]2)[OH:26])[cH:7][cH:8][c:9]([Br:11])[cH:10]1.